This data is from the Open Reaction Database (ORD), a public repository of structured organic reaction records. The task is: describe an organic reaction: reactants, conditions, products, and yield The reactants are Cl (hydrochloric acid), [H-].[Al+3].[Li+].[H-].[H-].[H-] (lithium aluminum hydride), NC1=C(C=C(C=C1)CCC=1N=C2N(C=CC(=C2)C(=O)OC)C1C)O (2-[2-(4-amino-3-hydroxyphenyl)ethyl]-7-methoxycarbonyl-3-methylimidazo[1,2-a]pyridine). Run in O1CCCC1 (tetrahydrofuran), O (water), C(C)(=O)OCC (ethyl acetate), O1CCCC1 (tetrahydrofuran), O1CCCC1 (tetrahydrofuran), O1CCCC1 (tetrahydrofuran), O (water). Reaction conditions: time 30 minute. Product: NC1=C(C=C(C=C1)CCC=1N=C2N(C=CC(=C2)CO)C1C)O (2-[2-(4-amino-3-hydroxyphenyl)ethyl]-7-hydroxymethyl-3-methylimidazo[1,2-a]pyridine). Yield: 65.1%. Reaction SMILES: [NH2:1][C:2]1[CH:7]=[CH:6][C:5]([CH2:8][CH2:9][C:10]2[N:11]=[C:12]3[CH:17]=[C:16]([C:18](OC)=[O:19])[CH:15]=[CH:14][N:13]3[C:22]=2[CH3:23])=[CH:4][C:3]=1[OH:24].[H-].[Al+3].[Li+].[H-].[H-].[H-].Cl>O1CCCC1.O.C(OCC)(=O)C>[NH2:1][C:2]1[CH:7]=[CH:6][C:5]([CH2:8][CH2:9][C:10]2[N:11]=[C:12]3[CH:17]=[C:16]([CH2:18][OH:19])[CH:15]=[CH:14][N:13]3[C:22]=2[CH3:23])=[CH:4][C:3]=1[OH:24] |f:1.2.3.4.5.6|. Procedure details: A mixture of 2-[2-(4-amino-3-hydroxyphenyl)ethyl]-7-methoxycarbonyl-3-methylimidazo[1,2-a]pyridine (2.0 g) in tetrahydrofuran (50 ml) was dropwise added to a mixture of lithium aluminum hydride (0.7 g) in tetrahydrofuran (60 ml) at -20°~-10° C. over 30 minutes and the mixture was stirred at the same temperature for 30 minutes. To the reaction mixture was dropwise added a mixture of water (10 ml) and tetrahydrofuran (20 ml), and the mixture of ethyl acetate, tetrahydrofuran and water was added th... Reactants: CC(=O)Cl, CO, COc1ccc(C(N)CC(=O)O)cc1OC. Yields the product COC(=O)CC(N)c1ccc(OC)c(OC)c1. As a reaction SMILES: [CH3:17][C:18](=[O:19])[Cl:20].[CH3:21][OH:22].[NH2:1][CH:2]([CH2:3][C:4](=[O:5])[OH:6])[c:7]1[cH:8][c:9]([O:15][CH3:16])[c:10]([O:13][CH3:14])[cH:11][cH:12]1>>[NH2:1][CH:2]([CH2:3][C:4](=[O:5])[O:6][CH3:17])[c:7]1[cH:8][c:9]([O:15][CH3:16])[c:10]([O:13][CH3:14])[cH:11][cH:12]1. Reactants: C(#N)C(C(=O)NC(=O)OCC)=COCC (α-cyano-β-ethoxy-N-ethoxycarbonylacrylamide), ClC1=CC=C(N)C=C1 (p-chloroaniline). The solvent is C(C)O (ethanol), C(C)O (ethanol). Conditions: time 1 hour. The product is C(#N)C(C(=O)NC(=O)OCC)=CNC1=CC=C(C=C1)Cl (α-cyano-β-(4-chloroanilino)-N-ethoxycarbonylacrylamide). As a reaction SMILES: [C:1]([C:3](=[CH:12]OCC)[C:4]([NH:6][C:7]([O:9][CH2:10][CH3:11])=[O:8])=[O:5])#[N:2].[Cl:16][C:17]1[CH:23]=[CH:22][C:20]([NH2:21])=[CH:19][CH:18]=1>C(O)C>[C:1]([C:3](=[CH:12][NH:21][C:20]1[CH:22]=[CH:23][C:17]([Cl:16])=[CH:18][CH:19]=1)[C:4]([NH:6][C:7]([O:9][CH2:10][CH3:11])=[O:8])=[O:5])#[N:2]. Procedure: To a warm solution of α-cyano-β-ethoxy-N-ethoxycarbonylacrylamide (14.8 g) and ethanol is added p-chloroaniline (8.9 g) in ethanol. Precipitate appears instantaneously. The mixture is stirred at room temperature for one hour and filtered to yield α-cyano-β-(4-chloroanilino)-N-ethoxycarbonylacrylamide, m.p. 177°-183°. Reactants: C(C1=CC=CC=C1)OC1=C(C=C(C=O)C=C1)O (4-benzyloxy-3-hydroxybenzaldehyde), [Cl-].O[NH3+] (hydroxylammonium chloride), C(C)(=O)[O-].[Na+] (sodium acetate). Solvent: C(C)O (ethanol), O (water), O (Water). Run at temperature 80 celsius, time 8 hour. Yields the product C(C1=CC=CC=C1)OC1=C(C=C(C#N)C=C1)O (4-Benzyloxy-3-hydroxybenzonitrile). Isolated yield 5.3%. As a reaction SMILES: [CH2:1]([O:8][C:9]1[CH:16]=[CH:15][C:12]([CH:13]=O)=[CH:11][C:10]=1[OH:17])[C:2]1[CH:7]=[CH:6][CH:5]=[CH:4][CH:3]=1.[Cl-].O[NH3+:20].C([O-])(=O)C.[Na+]>O.C(O)C>[CH2:1]([O:8][C:9]1[CH:16]=[CH:15][C:12]([C:13]#[N:20])=[CH:11][C:10]=1[OH:17])[C:2]1[CH:7]=[CH:6][CH:5]=[CH:4][CH:3]=1 |f:1.2,3.4|. Reported procedure: A mixture of 4-benzyloxy-3-hydroxybenzaldehyde (19.0 g), hydroxylammonium chloride (8.6 g), sodium acetate (13.7 g), water (30 mL) and ethanol (150 mL) was stirred at 80° C. for 8 hours. Water (100 mL) was added to the reaction mixture and the whole was extracted with ethyl acetate. The organic layer was washed with brine, dried over anhydrous magnesium sulfate and concentrated under reduced pressure. The residue was dissolved in dichloromethane (100 mL), and then pyridine (20 mL) was added. Tri... Starting materials: [Al+3], CC(=O)Cl, [Cl-], [Cl-], [Cl-], CC(Cl)Cl, c1ccc2c(c1)oc1ccccc12. Yields the product CC(=O)c1ccc2oc3ccccc3c2c1. As a reaction SMILES: [Al+3:2].[CH3:18][C:19]([Cl:20])=[O:21].[Cl-:1].[Cl-:3].[Cl-:4].[Cl:22][CH:23]([Cl:24])[CH3:25].[cH:5]1[cH:6][cH:7][c:8]2[c:9]([cH:10]1)[o:11][c:12]1[cH:13][cH:14][cH:15][cH:16][c:17]21>>[cH:5]1[cH:6][cH:7][c:8]2[c:9]([cH:10]1)[o:11][c:12]1[cH:13][cH:14][c:15]([C:19]([CH3:18])=[O:21])[cH:16][c:17]21. Starting materials: CCOC(=O)CC(=O)OCC, O=[N+]([O-])c1cc(OCc2ccccc2)c(C2CCCC2)cc1Br, CS(C)=O, [H-], [Na+], O. The product is CCOC(=O)C(C(=O)OCC)c1cc(C2CCCC2)c(OCc2ccccc2)cc1[N+](=O)[O-]. As a reaction SMILES: [C:1]([CH2:2][C:3](=[O:4])[O:5][CH2:6][CH3:7])(=[O:8])[O:9][CH2:10][CH3:11].[CH2:14]([c:15]1[cH:16][cH:17][cH:18][cH:19][cH:20]1)[O:21][c:22]1[c:23]([CH:32]2[CH2:33][CH2:34][CH2:35][CH2:36]2)[cH:24][c:25]([Br:31])[c:26]([N+:28](=[O:29])[O-:30])[cH:27]1.[CH3:38][S:39]([CH3:40])=[O:41].[H-:13].[Na+:12].[OH2:37]>>[C:1]([CH:2]([C:3](=[O:4])[O:5][CH2:6][CH3:7])[c:25]1[cH:24][c:23]([CH:32]2[CH2:33][CH2:34][CH2:35][CH2:36]2)[c:22]([O:21][CH2:14][c:15]2[cH:16][cH:17][cH:18][cH:19][cH:20]2)[cH:27][c:26]1[N+:28](=[O:29])[O-:30])(=[O:8])[O:9][CH2:10][CH3:11]. Starting materials: C1(=CC=CC=C1)P(C1=CC=CC=C1)C1=CC=CC=C1 (triphenylphosphine), CC(C)(CCCC(=C)C=C)O (myrcenol), CC(=CC(/C=C(\C)/C=C)O)C (trans-ocimenol), N,N-diethyl-7-hydroxygeranylamine, amine. Yields the product CC1(OC(CCC1)(C)C)C=C (2,6,6-trimethyl-2-vinyltetrahydropyran). The yield is 11.7%. Reaction SMILES: C1(P(C2C=CC=CC=2)C2C=CC=CC=2)C=CC=CC=1.[CH3:20][C:21]([OH:30])([CH2:23][CH2:24][CH2:25][C:26]([CH:28]=[CH2:29])=[CH2:27])[CH3:22].CC(C)=CC(O)/C=C(/C=C)\C>>[CH3:27][C:26]1([CH:28]=[CH2:29])[CH2:25][CH2:24][CH2:23][C:21]([CH3:20])([CH3:22])[O:30]1. Procedure details: Example 12 was repeated except that only 0.105 g triphenylphosphine was used and 22.6 g of N,N-diethyl-7-hydroxygeranylamine was used as the amine. After 9 hours at 120° there was obtained a yield of 11.7% 2,6,6-trimethyl-2-vinyltetrahydropyran, 29.6% myrcenol, 22.2% cis and 17.3% trans-ocimenol.